This data is from the Open Reaction Database (ORD), a public repository of structured organic reaction records. The task is: describe an organic reaction: reactants, conditions, products, and yield Reactants: ClC1=C2C(=NC=C1)C=CS2 (7-chlorothieno[3,2-b]pyridine), CO (methanol), C(CCC)[Li] (n-butyllithium), ClC(=O)OC (methyl chloroformate). The solvent is CCCCCC.C(C)OCC (hexane diethyl ether), C1CCOC1 (THF), ClCCl (dichloromethane). The product is ClC1=C2C(=NC=C1)C=C(S2)C(=O)OC (methyl 7-chlorothieno[3,2-b]pyridine-2-carboxylate). Reaction SMILES: [Cl:1][C:2]1[CH:7]=[CH:6][N:5]=[C:4]2[CH:8]=[CH:9][S:10][C:3]=12.C([Li])CCC.Cl[C:17]([O:19][CH3:20])=[O:18].CO>C1COCC1.ClCCl.CCCCCC.C(OCC)C>[Cl:1][C:2]1[CH:7]=[CH:6][N:5]=[C:4]2[CH:8]=[C:9]([C:17]([O:19][CH3:20])=[O:18])[S:10][C:3]=12 |f:6.7|. Procedure details: 7-chlorothieno[3,2-b]pyridine (19.7 g, 0.116 mol) was taken up in THF (400 mL) and cooled to approximately −70 C. The n-butyllithium (1.6M, 80 mL, 0.128 mol) was added dropwise with stirring under an atmosphere of nitrogen. The solution was stirred at −70 C for 1 hour at which time neat methyl chloroformate was added via dropwise addition. The reaction mixture gradually warmed to room temperature and was stirred for over the weekend. The reaction mixture was treated with 25 mL of methanol and th... The reactants are C(C)(C)(C)OC(=O)NC=1C(=CC(=NC1I)C(=O)OCC)C (ethyl 5-(tert-butoxycarbonylamino)-6-iodo-4-methylpyridine-2-carboxylate), ClC1=C(N)C=C(C(=C1)OC)SC(C)(C1=CC=CC=C1)C (2-chloro-4-methoxy-5-(1-methyl-1-phenylethylthio)aniline), C1(=CC=CC=C1)P(C1=CC=CC=2C(C3=CC=CC(=C3OC12)P(C1=CC=CC=C1)C1=CC=CC=C1)(C)C)C1=CC=CC=C1 (4,5-bis(diphenyl-phosphino)-9,9-dimethylxanthene), CC(C)([O-])C.[Na+] (sodium tert-butoxide). The reagents and catalysts are C=1C=CC(=CC1)/C=C/C(=O)/C=C/C2=CC=CC=C2.C=1C=CC(=CC1)/C=C/C(=O)/C=C/C2=CC=CC=C2.C=1C=CC(=CC1)/C=C/C(=O)/C=C/C2=CC=CC=C2.[Pd].[Pd] (tris(dibenzylideneacetone)dipalladium(0)). Run in O1CCCC1 (tetrahydrofuran), C(C)(=O)OCC (ethyl acetate). Yields the product ClC1=C(C=C(C(=C1)OC)SC(C)(C1=CC=CC=C1)C)N1C(NC=2C1=NC(=CC2C)C(=O)OCC)=O (3-[2-Chloro-4-methoxy-5-(1-methyl-1-phenylethylthio)phenyl]-5-ethoxycarbonyl-7-methyl-1,3-dihydro-2H-imidazo[4,5-b]pyridin-2-one). Yield: 36.1%. RXN SMILES: C(O[C:6]([NH:8][C:9]1[C:10]([CH3:21])=[CH:11][C:12]([C:16]([O:18][CH2:19][CH3:20])=[O:17])=[N:13][C:14]=1I)=[O:7])(C)(C)C.[Cl:22][C:23]1[CH:29]=[C:28]([O:30][CH3:31])[C:27]([S:32][C:33]([CH3:41])([C:35]2[CH:40]=[CH:39][CH:38]=[CH:37][CH:36]=2)[CH3:34])=[CH:26][C:24]=1[NH2:25].C1(P(C2C=CC=CC=2)C2C3OC4C(=CC=CC=4P(C4C=CC=CC=4)C4C=CC=CC=4)C(C)(C)C=3C=CC=2)C=CC=CC=1.CC(C)([O-])C.[Na+]>O1CCCC1.C1C=CC(/C=C/C(/C=C/C2C=CC=CC=2)=O)=CC=1.C1C=CC(/C=C/C(/C=C/C2C=CC=CC=2)=O)=CC=1.C1C=CC(/C=C/C(/C=C/C2C=CC=CC=2)=O)=CC=1.[Pd].[Pd].C(OCC)(=O)C>[Cl:22][C:23]1[CH:29]=[C:28]([O:30][CH3:31])[C:27]([S:32][C:33]([CH3:34])([C:35]2[CH:36]=[CH:37][CH:38]=[CH:39][CH:40]=2)[CH3:41])=[CH:26][C:24]=1[N:25]1[C:14]2=[N:13][C:12]([C:16]([O:18][CH2:19][CH3:20])=[O:17])=[CH:11][C:10]([CH3:21])=[C:9]2[NH:8][C:6]1=[O:7] |f:3.4,6.7.8.9.10|. Procedure details: A mixture of ethyl 5-(tert-butoxycarbonylamino)-6-iodo-4-methylpyridine-2-carboxylate (0.2 g), 2-chloro-4-methoxy-5-(1-methyl-1-phenylethylthio)aniline (0.15 g), tris(dibenzylideneacetone)dipalladium(0) (23 mg), 4,5-bis(diphenyl-phosphino)-9,9-dimethylxanthene (29 mg) and sodium tert-butoxide (66 mg) in tetrahydrofuran (4 mL) was heated at reflux under an argon atmosphere overnight. The reaction mixture was cooled to room temperature. To the reaction mixture was added ethyl acetate, and the inso... Reactants: ClC=1C=C(C=CC1F)C1=CN=C2N1C=CC(=C2F)C(C)(C)O (2-[3-(3-Chloro-4-fluorophenyl)-8-fluoroimidazo[1,2-α]pyridin-7-yl]-propan-2-ol), ClC=1C=C(C=CC1)B(O)O (3-chlorobenzeneboronic acid). Product: ClC=1C=C(C=CC1)C1=C(C=CC(=C1)C1=CN=C2N1C=CC(=C2F)C(C)(C)O)F (2-[3-(3′-chloro-2-fluorobiphenyl-5-yl)-8-fluoroimidazo[1,2-α]pyridin-7-yl]propan-2-ol). The yield is 4.0%. RXN SMILES: Cl[C:2]1[CH:3]=[C:4]([C:9]2[N:13]3[CH:14]=[CH:15][C:16]([C:19]([OH:22])([CH3:21])[CH3:20])=[C:17]([F:18])[C:12]3=[N:11][CH:10]=2)[CH:5]=[CH:6][C:7]=1[F:8].[Cl:23][C:24]1[CH:25]=[C:26](B(O)O)[CH:27]=[CH:28][CH:29]=1>>[Cl:23][C:24]1[CH:29]=[C:28]([C:2]2[CH:3]=[C:4]([C:9]3[N:13]4[CH:14]=[CH:15][C:16]([C:19]([OH:22])([CH3:21])[CH3:20])=[C:17]([F:18])[C:12]4=[N:11][CH:10]=3)[CH:5]=[CH:6][C:7]=2[F:8])[CH:27]=[CH:26][CH:25]=1. Reported procedure: 2-[3-(3-Chloro-4-fluorophenyl)-8-fluoroimidazo[1,2-α]pyridin-7-yl]-propan-2-ol and 3-chlorobenzeneboronic acid were coupled in the same way as in Example 30 to give 2-[3-(3′-chloro-2-fluorobiphenyl-5-yl)-8-fluoroimidazo[1,2-α]pyridin-7-yl]propan-2-ol as an off-white solid (5 mg, 4%): m/z (ES+) 399 [MH+]. The reactants are C(C)(=O)O[C@@H](CCCCCl)C ((R)-5-acetoxy-1-chlorohexane), [I-].[Na+] (sodium iodide). Product: C(C)(=O)O[C@@H](CCCCI)C ((R)-5-Acetoxy-1-iodohexane). The yield is 96.4%. RXN SMILES: [C:1]([O:4][C@H:5]([CH3:11])[CH2:6][CH2:7][CH2:8][CH2:9]Cl)(=[O:3])[CH3:2].[I-:12].[Na+]>>[C:1]([O:4][C@H:5]([CH3:11])[CH2:6][CH2:7][CH2:8][CH2:9][I:12])(=[O:3])[CH3:2] |f:1.2|. Reported procedure: A solution of 4.80 g (R)-5-acetoxy-1-chlorohexane (26.89 mmol) (prepared in accordance with procedures set forth in U.S. Pat. No. 5,629,423) was added to 5.39 g sodium iodide (36 mmol) in a round bottomed flask fitted with magnetic stirrer bar and a reflux condenser and refluxed for 12 h with stirring. Acetone was removed under reduced pressure. The crude product was partitioned between 60 ml ethyl acetate and 60 ml water layer. The organic layer was washed with 10% sodium thiosulphate solution ...